Dataset: the Open Reaction Database (ORD), a public repository of structured organic reaction records. Task: describe an organic reaction: reactants, conditions, products, and yield Starting materials: B(Br)(Br)Br (Boron tribromide), C(C)(C)(C)C1=CC=C(CN2C3=C(C4=CC(=CC=C24)OC)C(C(OC3)=O)=O)C=C1 (9-(4-tert-Butylbenzyl)-6-methoxy-1,9-dihydropyrano[3,4-b]indole-3,4-dione). Solvent: C(Cl)Cl (methylene chloride). Conditions: time 6.5 hour. Yields the product C(C)(C)(C)C1=CC=C(CN2C3=C(C4=CC(=CC=C24)O)C(C(OC3)=O)=O)C=C1 (9-(4-tert-Butylbenzyl)-6-hydroxy-1,9-dihydropyrano[3,4-b]indole-3,4-dione). Isolated yield 36.4%. As a reaction SMILES: B(Br)(Br)Br.[C:5]([C:9]1[CH:32]=[CH:31][C:12]([CH2:13][N:14]2[C:22]3[C:17](=[CH:18][C:19]([O:23]C)=[CH:20][CH:21]=3)[C:16]3[C:25](=[O:30])[C:26](=[O:29])[O:27][CH2:28][C:15]2=3)=[CH:11][CH:10]=1)([CH3:8])([CH3:7])[CH3:6]>C(Cl)Cl>[C:5]([C:9]1[CH:32]=[CH:31][C:12]([CH2:13][N:14]2[C:22]3[C:17](=[CH:18][C:19]([OH:23])=[CH:20][CH:21]=3)[C:16]3[C:25](=[O:30])[C:26](=[O:29])[O:27][CH2:28][C:15]2=3)=[CH:11][CH:10]=1)([CH3:8])([CH3:6])[CH3:7]. Procedure details: Boron tribromide (2.2 mL, 23.3 mmol) was added dropwise to a stirring suspension of 9-(4-tert-Butylbenzyl)-6-methoxy-1,9-dihydropyrano[3,4-b]indole-3,4-dione (4.92 g, 13.0 mmol) in methylene chloride (25 mL) at −78° C. under a nitrogen atmosphere over a period of 20 minutes. The mixture was then warmed up to room temperature. After stirring at room temperature for 6.5 hours, the reaction mixture was carefully quenched with a small amount of water and the evaporated to dryness. The residue was st... RXN SMILES: C([C:3]1(CC)[C:7](=[O:8])[O:6][N:5]([C:9]([C:11]2[CH:16]=[CH:15][CH:14]=[CH:13][CH:12]=2)=[CH2:10])[C:4]1=[O:17])C.C(Cl)Cl.CCCCCC.O1C(=O)CC(=O)N1>C(Cl)(Cl)Cl.CCCCCC>[C:11]1([C:9]([N:5]2[C:4](=[O:17])[CH2:3][C:7](=[O:8])[O:6]2)=[CH2:10])[CH:16]=[CH:15][CH:14]=[CH:13][CH:12]=1 |f:4.5|. Reported procedure: Analysis of crude 4,4-diethyl-2-(1phenylethenyl) isoxazolidine 3,5-dione was performed by thin layer chromatography (TLC) on Bakerflex Silica Plates using methylene chloride:-hexane (98:2) as the mobile phase. Components appeared at Rf 0.80, 0.78, 0.72, 0.60, 0.52, and 0.0. A sample of the crude isoxazolidine-3,5-dione weighing 3.50 g (38.4% purity by HPLC) was dissolved in 5.0 ml of chloroform:hexane (98:2), and applied to a 37×2 cm (O. D.) chromatography column containing 60-200 mesh silica ge... Product: C1(=CC=CC=C1)C(=C)N1OC(CC1=O)=O (1-phenylethenyl-isoxazolidine-3,5-dione). The solvent is C(Cl)(Cl)Cl.CCCCCC (chloroform hexane), C(Cl)(Cl)Cl.CCCCCC (chloroform hexane). Reactants: O1NC(CC1=O)=O (isoxazolidine-3,5-dione), C(C)C1(C(N(OC1=O)C(=C)C1=CC=CC=C1)=O)CC (4,4-diethyl-2-(1phenylethenyl) isoxazolidine 3,5-dione), C(Cl)Cl (methylene chloride), CCCCCC (hexane). Starting materials: COc1ccc(CN2CC(C(O[SiH](C)C)C(C)(C)C)CC2=O)c(OC)c1, C1CCOC1, CN(C)P(=O)(N(C)C)N(C)C, CC(C)[N-]C(C)C, COC(=O)CCCC#CCI, [Li+]. Yields the product COC(=O)CCCC#CCC1C(=O)N(Cc2ccc(OC)cc2OC)CC1C(O[SiH](C)C)C(C)(C)C. As a reaction SMILES: [C:9]([CH3:10])([CH3:11])([CH3:12])[CH:13]([CH:14]1[CH2:15][C:16](=[O:30])[N:17]([CH2:19][c:20]2[c:21]([O:28][CH3:29])[cH:22][c:23]([O:26][CH3:27])[cH:24][cH:25]2)[CH2:18]1)[O:31][SiH:32]([CH3:33])[CH3:34].[CH2:57]1[O:58][CH2:59][CH2:60][CH2:61]1.[CH3:35][N:36]([P:37]([N:38]([CH3:39])[CH3:40])([N:41]([CH3:42])[CH3:43])=[O:44])[CH3:45].[CH:1]([N-:2][CH:3]([CH3:4])[CH3:5])([CH3:6])[CH3:7].[I:46][CH2:47][C:48]#[C:49][CH2:50][CH2:51][CH2:52][C:53](=[O:54])[O:55][CH3:56].[Li+:8]>>[C:9]([CH3:10])([CH3:11])([CH3:12])[CH:13]([CH:14]1[CH:15]([CH2:47][C:48]#[C:49][CH2:50][CH2:51][CH2:52][C:53](=[O:54])[O:55][CH3:56])[C:16](=[O:30])[N:17]([CH2:19][c:20]2[c:21]([O:28][CH3:29])[cH:22][c:23]([O:26][CH3:27])[cH:24][cH:25]2)[CH2:18]1)[O:31][SiH:32]([CH3:33])[CH3:34]. Reactants: CCCCO, CCN(C(C)C)C(C)C, Cc1cc(Nc2nc(Cl)ncc2C(F)(F)F)n[nH]1, CC(N)c1ncc(F)cn1. Product: Cc1cc(Nc2nc(NC(C)c3ncc(F)cn3)ncc2C(F)(F)F)n[nH]1. Reaction SMILES: [CH2:38]([OH:39])[CH2:40][CH2:41][CH3:42].[CH:29]([N:30]([CH2:31][CH3:32])[CH:33]([CH3:34])[CH3:35])([CH3:36])[CH3:37].[Cl:11][c:12]1[n:13][cH:14][c:15]([C:25]([F:26])([F:27])[F:28])[c:16]([NH:18][c:19]2[n:20][nH:21][c:22]([CH3:24])[cH:23]2)[n:17]1.[F:1][c:2]1[cH:3][n:4][c:5]([CH:8]([CH3:9])[NH2:10])[n:6][cH:7]1>>[F:1][c:2]1[cH:3][n:4][c:5]([CH:8]([CH3:9])[NH:10][c:12]2[n:13][cH:14][c:15]([C:25]([F:26])([F:27])[F:28])[c:16]([NH:18][c:19]3[n:20][nH:21][c:22]([CH3:24])[cH:23]3)[n:17]2)[n:6][cH:7]1. Reactants: ClCCl, [Na+], O=C([O-])O, CNc1ccc(-c2ccc3nonc3c2)c(OC)c1. Yields the product CNc1ccc(-c2ccc3nonc3c2)c(O)c1. As a reaction SMILES: [Cl:25][CH2:26][Cl:27].[Na+:24].[O-:20][C:21]([OH:22])=[O:23].[n:1]1[c:2]2[c:3]([n:4][o:5]1)[cH:6][c:7](-[c:10]1[c:11]([O:18][CH3:19])[cH:12][c:13]([NH:16][CH3:17])[cH:14][cH:15]1)[cH:8][cH:9]2>>[n:1]1[c:2]2[c:3]([n:4][o:5]1)[cH:6][c:7](-[c:10]1[c:11]([OH:18])[cH:12][c:13]([NH:16][CH3:17])[cH:14][cH:15]1)[cH:8][cH:9]2. Starting materials: Cl.CNOC (N,O-dimethylhydroxylamine hydrochloride), C[Si](C)(C)C=[N+]=[N-] (trimethylsilyldiazomethane), CC(C)(C)OC(=O)N1CC[C@H]1C(=O)O (1-Boc-L-azetidine-2-carboxylic acid), C(C)(C)[Mg]Cl (i-Propylmagnesium chloride). Run in C1CCOC1 (THF), CCOCC (ether), CO (methanol), ClCCl (dichloromethane), C1CCOC1 (THF). Run at time 30 minute. Product: CON(C(=O)[C@H]1N(CC1)C(=O)OC(C)(C)C)C (tert-Butyl (2S)-2-{[methoxy(methyl)amino]carbonyl}azetidine-1-carboxylate). Yield: 74.5%. As a reaction SMILES: C[Si](C=[N+]=[N-])(C)C.[CH3:8][C:9]([O:12][C:13]([N:15]1[C@H:18]([C:19]([OH:21])=O)[CH2:17][CH2:16]1)=[O:14])([CH3:11])[CH3:10].Cl.[CH3:23][NH:24][O:25][CH3:26].C([Mg]Cl)(C)C>CCOCC.C1COCC1.CO.ClCCl>[CH3:26][O:25][N:24]([CH3:23])[C:19]([C@@H:18]1[CH2:17][CH2:16][N:15]1[C:13]([O:12][C:9]([CH3:8])([CH3:10])[CH3:11])=[O:14])=[O:21] |f:2.3|. Procedure details: A solution of trimethylsilyldiazomethane in ether (2M, 9 mL) was added dropwise to a stirred, ice-bath cooled, mixture of 1-Boc-L-azetidine-2-carboxylic acid (3 g, 15 mmol), dichloromethane (20 mL) and methanol (5 mL) until yellow colour persisted. The mixture was concentrated in vacuo. The residue was treated with THF (30 mL) and N,O-dimethylhydroxylamine hydrochloride (2.04 g; 20.9 mmol) and cooled to 0° C. i-Propylmagnesium chloride in THF (2 M, 22.4 ml, 44.7 mmol) was added dropwise to the m... Reactants: BrC1=NC=C(C=C1)F (2-bromo-5-fluoropyridine), BrC(C(=O)OCC)(F)F (ethyl 2-bromo-2,2-difluoroacetate). The reagents and catalysts are [Cu] (copper). Run in CS(=O)C (DMSO), CS(=O)C (DMSO). Run at temperature 50 celsius, time 8 hour. Yields the product FC(C(=O)OCC)(C1=NC=C(C=C1)F)F (ethyl 2,2-difluoro-2-(5-fluoropyridin-2-yl)acetate). Isolated yield 60.2%. Reaction SMILES: Br[C:2]1[CH:7]=[CH:6][C:5]([F:8])=[CH:4][N:3]=1.Br[C:10]([F:17])([F:16])[C:11]([O:13][CH2:14][CH3:15])=[O:12]>CS(C)=O.[Cu]>[F:16][C:10]([F:17])([C:2]1[CH:7]=[CH:6][C:5]([F:8])=[CH:4][N:3]=1)[C:11]([O:13][CH2:14][CH3:15])=[O:12]. Procedure: To a mixture of 2-bromo-5-fluoropyridine (2 g, 11.36 mmol) and ethyl 2-bromo-2,2-difluoroacetate (1.6 mL, 12.5 mmol) in DMSO (4 mL) was added copper powder (1.6 g, 24.98 mmol) and the mixture was stirred at 50° C. overnight in a sealed flask. The mixture was diluted with DMSO (10 mL) and filtered through Celite. Then water and EtOAc were added and the mixture was shaken and again filtered through Celite. The organic layer was washed with water (1×) and brine (1×) and dried over sodium sulfate, a...